Dataset: the Open Reaction Database (ORD), a public repository of structured organic reaction records. Task: describe an organic reaction: reactants, conditions, products, and yield Starting materials: ClC1=CC=C(S1)S(=O)(=O)N(C1(CC1)C(=O)O)CC (1-[(5-chloro-2-thienyl)sulfonyl-ethyl-amino]cyclopropanecarboxylic acid), CCOC(=O)OC(=O)OCC (DEPC), FC(C1=CC=C(C=C1)C1=NC=CC(=C1)CN)(F)F ([2-[4-(trifluoromethyl)phenyl]-4-pyridyl]methanamine). Solvent: C1CCOC1 (THF). Reaction conditions: time 8 hour. Yields the product ClC1=CC=C(S1)S(=O)(=O)N(C1(CC1)C(=O)NCC1=CC(=NC=C1)C1=CC=C(C=C1)C(F)(F)F)CC (1-[(5-chloro-2-thienyl)sulfonyl-ethyl-amino]-N-[[2-[4-(trifluoromethyl)phenyl]-4-pyridyl]methyl]cyclopropanecarboxamide). The yield is 16.9%. RXN SMILES: [Cl:1][C:2]1[S:6][C:5]([S:7]([N:10]([CH2:17][CH3:18])[C:11]2([C:14]([OH:16])=O)[CH2:13][CH2:12]2)(=[O:9])=[O:8])=[CH:4][CH:3]=1.CCOC(OC(OCC)=O)=O.[F:30][C:31]([F:47])([F:46])[C:32]1[CH:37]=[CH:36][C:35]([C:38]2[CH:43]=[C:42]([CH2:44][NH2:45])[CH:41]=[CH:40][N:39]=2)=[CH:34][CH:33]=1>C1COCC1>[Cl:1][C:2]1[S:6][C:5]([S:7]([N:10]([CH2:17][CH3:18])[C:11]2([C:14]([NH:45][CH2:44][C:42]3[CH:41]=[CH:40][N:39]=[C:38]([C:35]4[CH:36]=[CH:37][C:32]([C:31]([F:47])([F:30])[F:46])=[CH:33][CH:34]=4)[CH:43]=3)=[O:16])[CH2:12][CH2:13]2)(=[O:8])=[O:9])=[CH:4][CH:3]=1. Procedure: Acid 18 (0.3 g, 1.09 mmol) was dissolved in 15 ml of THF and at rt DEPC (1.3 equiv, 0.21 mL) and [2-[4-(trifluoromethyl)phenyl]-4-pyridyl]methanamine 21A (1.1 mol equiv., 0.37 g) were added to the solution. The mixture was stirred at rt overnight then evaporated. The residue was dissolved in AcOEt (30 mL) and washed with water (1×20 mL) and brine. The organic phase was dried over sodium sulfate and concentrated under vacuum. The purification of the crude by chromatographic column (EtOAc 3/petrol... The reactants are FC=1C=C(C=C(C1F)F)[C@@H]1[C@H](CCC1)O ((1S,2R)-2-(3,4,5-trifluorophenyl)cyclopentanol), CC(=O)OI1(C=2C=CC=CC2C(=O)O1)(OC(=O)C)OC(=O)C (Dess-Martin periodinane). The solvent is ClCCl (dichloromethane), C(Cl)Cl (CH2Cl2). Run at time 1 hour. Product: FC=1C=C(C=C(C1F)F)C1C(CCC1)=O (2-(3,4,5-trifluorophenyl)cyclopentanone). Isolated yield 31.3%. Reaction SMILES: [F:1][C:2]1[CH:3]=[C:4]([C@H:10]2[CH2:14][CH2:13][CH2:12][C@@H:11]2[OH:15])[CH:5]=[C:6]([F:9])[C:7]=1[F:8].CC(OI1(OC(C)=O)(OC(C)=O)OC(=O)C2C=CC=CC1=2)=O>C(Cl)Cl>[F:1][C:2]1[CH:3]=[C:4]([CH:10]2[CH2:14][CH2:13][CH2:12][C:11]2=[O:15])[CH:5]=[C:6]([F:9])[C:7]=1[F:8]. Procedure details: To a solution of (1S,2R)-2-(3,4,5-trifluorophenyl)cyclopentanol (1 g, 4.63 mmol) in CH2Cl2 (20 mL) was added Dess-Martin periodinane (2.354 g, 5.55 mmol). The reaction mixture was stirred at rt for 1 h. The reaction was diluted with dichloromethane and quenched with the addition of 1 N NaOH. The organic layer was collected, dried (Na2SO4) and concentrated. The crude product was purified by column chromatography on silica gel to afford 2-(3,4,5-trifluorophenyl)cyclopentanone (310 mg, 1.447 mmol, ... The reactants are CCO, Cl, CC(=O)NCc1cc(F)ccc1S(N)(=O)=O. The product is Cl, NCc1cc(F)ccc1S(N)(=O)=O. Reaction SMILES: [CH3:18][CH2:19][OH:20].[ClH:17].[F:1][c:2]1[cH:3][cH:4][c:5]([S:13]([NH2:14])(=[O:15])=[O:16])[c:6]([CH2:7][NH:8][C:9](=[O:10])[CH3:11])[cH:12]1>>[ClH:17].[F:1][c:2]1[cH:3][cH:4][c:5]([S:13]([NH2:14])(=[O:15])=[O:16])[c:6]([CH2:7][NH2:8])[cH:12]1. The reactants are FC1=C2C(=C(C(=NC2=CC(=C1)F)N1CCNCC1)C)NC=1C=NC=C(C1)N1CCOCC1 (5,7-difluoro-3-methyl-N-(5-morpholinopyridin-3-yl)-2-(piperazin-1-yl)quinolin-4-amine), FC1=C(C=CC=C1)S(=O)(=O)Cl (2-fluorobenzene-1-sulfonyl chloride). Product: FC1=C2C(=C(C(=NC2=CC(=C1)F)N1CCN(CC1)S(=O)(=O)C1=C(C=CC=C1)F)C)NC=1C=NC=C(C1)N1CCOCC1 (5,7-difluoro-2-(4-(2-fluorophenylsulfonyl)-piperazin-1-yl)-3-methyl-N-(5-morpholinopyridin-3-yl)quinolin-4-amine). As a reaction SMILES: [F:1][C:2]1[CH:11]=[C:10]([F:12])[CH:9]=[C:8]2[C:3]=1[C:4]([NH:20][C:21]1[CH:22]=[N:23][CH:24]=[C:25]([N:27]3[CH2:32][CH2:31][O:30][CH2:29][CH2:28]3)[CH:26]=1)=[C:5]([CH3:19])[C:6]([N:13]1[CH2:18][CH2:17][NH:16][CH2:15][CH2:14]1)=[N:7]2.[F:33][C:34]1[CH:39]=[CH:38][CH:37]=[CH:36][C:35]=1[S:40](Cl)(=[O:42])=[O:41]>>[F:1][C:2]1[CH:11]=[C:10]([F:12])[CH:9]=[C:8]2[C:3]=1[C:4]([NH:20][C:21]1[CH:22]=[N:23][CH:24]=[C:25]([N:27]3[CH2:32][CH2:31][O:30][CH2:29][CH2:28]3)[CH:26]=1)=[C:5]([CH3:19])[C:6]([N:13]1[CH2:14][CH2:15][N:16]([S:40]([C:35]3[CH:36]=[CH:37][CH:38]=[CH:39][C:34]=3[F:33])(=[O:42])=[O:41])[CH2:17][CH2:18]1)=[N:7]2. Procedure details: Prepared according to Procedure M using 5,7-difluoro-3-methyl-N-(5-morpholinopyridin-3-yl)-2-(piperazin-1-yl)quinolin-4-amine (50 mg, 0.11 mmol) and 2-fluorobenzene-1-sulfonyl chloride to give 5,7-difluoro-2-(4-(2-fluorophenylsulfonyl)-piperazin-1-yl)-3-methyl-N-(5-morpholinopyridin-3-yl)quinolin-4-amine. 1H NMR (DMSO-d6) δ ppm 2.00 (br s, 3H), 3.04 (t, J=4.4 Hz, 4H), 3.26 (br s, 4H), 3.33-3.37 (m, 4H), 3.68 (t, J=4.0 Hz, 4H), 6.48 (s, 1H), 7.14-7.19 (m, 1H), 7.26-7.29 (m, 1H), 7.45-7.54 (m, 3H)... Reactants: [Li]C, CC1(C)CCC(C)(C)C2=C1CC(C(=O)O)C2, C1CCOC1. The product is CC(=O)C1CC2=C(C1)C(C)(C)CCC2(C)C. As a reaction SMILES: [CH3:17][Li:18].[CH3:1][C:2]1([CH3:16])[C:3]2=[C:7]([CH2:6][CH:5]([C:13](=[O:14])[OH:15])[CH2:4]2)[C:8]([CH3:11])([CH3:12])[CH2:9][CH2:10]1.[O:19]1[CH2:20][CH2:21][CH2:22][CH2:23]1>>[CH3:1][C:2]1([CH3:16])[C:3]2=[C:7]([CH2:6][CH:5]([C:13](=[O:14])[CH3:17])[CH2:4]2)[C:8]([CH3:11])([CH3:12])[CH2:9][CH2:10]1. Starting materials: Cc1c(B2OC(C)(C)C(C)(C)O2)cnn1C1CCC(O[Si](C)(C)C(C)(C)C)CC1, C1COCCO1, [F-], [K+], O, Cl[Pd]Cl, O=S(=O)(c1ccccc1)C(F)(C(c1c(Cl)ccc(F)c1Cl)c1c[nH]c2ncc(Br)cc12)S(=O)(=O)c1ccccc1. Product: Cc1c(-c2cnc3[nH]cc(C(c4c(Cl)ccc(F)c4Cl)C(F)(S(=O)(=O)c4ccccc4)S(=O)(=O)c4ccccc4)c3c2)cnn1C1CCC(O[Si](C)(C)C(C)(C)C)CC1. RXN SMILES: [C:1]([CH3:2])([CH3:3])([CH3:4])[Si:5]([O:6][CH:7]1[CH2:8][CH2:9][CH:10]([n:13]2[n:14][cH:15][c:16]([B:19]3[O:20][C:21]([CH3:22])([CH3:23])[C:24]([CH3:25])([CH3:26])[O:27]3)[c:17]2[CH3:18])[CH2:11][CH2:12]1)([CH3:28])[CH3:29].[CH2:72]1[O:73][CH2:74][CH2:75][O:76][CH2:77]1.[F-:30].[K+:31].[OH2:78].[Pd:79]([Cl:80])[Cl:81].[c:32]1([S:38](=[O:39])(=[O:40])[C:41]([CH:42]([c:43]2[c:44]([Cl:51])[c:45]([F:50])[cH:46][cH:47][c:48]2[Cl:49])[c:52]2[cH:53][nH:54][c:55]3[n:56][cH:57][c:58]([Br:61])[cH:59][c:60]23)([F:62])[S:63](=[O:64])(=[O:65])[c:66]2[cH:67][cH:68][cH:69][cH:70][cH:71]2)[cH:33][cH:34][cH:35][cH:36][cH:37]1>>[C:1]([CH3:2])([CH3:3])([CH3:4])[Si:5]([O:6][CH:7]1[CH2:8][CH2:9][CH:10]([n:13]2[n:14][cH:15][c:16](-[c:58]3[cH:57][n:56][c:55]4[nH:54][cH:53][c:52]([CH:42]([C:41]([S:38]([c:32]5[cH:33][cH:34][cH:35][cH:36][cH:37]5)(=[O:39])=[O:40])([F:62])[S:63](=[O:64])(=[O:65])[c:66]5[cH:67][cH:68][cH:69][cH:70][cH:71]5)[c:43]5[c:44]([Cl:51])[c:45]([F:50])[cH:46][cH:47][c:48]5[Cl:49])[c:60]4[cH:59]3)[c:17]2[CH3:18])[CH2:11][CH2:12]1)([CH3:28])[CH3:29].